This data is from the Open Reaction Database (ORD), a public repository of structured organic reaction records. The task is: describe an organic reaction: reactants, conditions, products, and yield Reactants: Fc1ccc(S)cc1Cl, [Cu], O=C(O)Cc1ccccc1I, [K+], [OH-], O. Yields the product O=C(O)Cc1ccccc1Sc1ccc(F)c(Cl)c1. As a reaction SMILES: [Cl:1][c:2]1[cH:3][c:4]([SH:9])[cH:5][cH:6][c:7]1[F:8].[Cu:24].[I:12][c:13]1[c:14]([CH2:19][C:20](=[O:21])[OH:22])[cH:15][cH:16][cH:17][cH:18]1.[K+:11].[OH-:10].[OH2:23]>>[Cl:1][c:2]1[cH:3][c:4]([S:9][c:13]2[c:14]([CH2:19][C:20](=[O:21])[OH:22])[cH:15][cH:16][cH:17][cH:18]2)[cH:5][cH:6][c:7]1[F:8]. Starting materials: CC1=C2C(=NC=3C=CC(=CC13)[N+](=O)[O-])CCNCC2 (1,2,4,5-tetrahydro-11-methyl-9-nitro-3H-azepino[4,5-b]quinoline), ClC(=O)OCC (ethyl chloroformate). Yields the product Cl.C(C)OC(=O)N1CCC2=NC=3C=CC(=CC3C(=C2CC1)C)[N+](=O)[O-] (1,2,4,5-Tetrahydro-11-methyl-9-nitro-3-azepino[4,5-b]quinoline-carboxylic acid ethyl ester hydrochloride). Isolated yield 51.0%. As a reaction SMILES: [CH3:1][C:2]1[C:11]2[CH:10]=[C:9]([N+:12]([O-:14])=[O:13])[CH:8]=[CH:7][C:6]=2[N:5]=[C:4]2[CH2:15][CH2:16][NH:17][CH2:18][CH2:19][C:3]=12.[Cl:20][C:21]([O:23][CH2:24][CH3:25])=[O:22]>>[ClH:20].[CH2:24]([O:23][C:21]([N:17]1[CH2:18][CH2:19][C:3]2[C:4](=[N:5][C:6]3[CH:7]=[CH:8][C:9]([N+:12]([O-:14])=[O:13])=[CH:10][C:11]=3[C:2]=2[CH3:1])[CH2:15][CH2:16]1)=[O:22])[CH3:25] |f:2.3|. Procedure details: 1,2,4,5-Tetrahydro-11-methyl-9-nitro-3-azepino[4,5-b]quinoline-carboxylic acid ethyl ester hydrochloride was prepared from 1,2,4,5-tetrahydro-11-methyl-9-nitro-3H-azepino[4,5-b]quinoline and ethyl chloroformate analogous to Example 63. Reactants: N1=CC=CC=C1 (pyridine), NC=1C(N(N=CC1NCC1=CC=NC=C1)C(C)(C)C)=O (4-amino-2-tert-butyl-5-(4-pyridylmethylamino)pyridazin-3-(2H)-one), C1(=CC=CC=C1)S(=O)(=O)Cl (benzenesulfonyl chloride), Cl (hydrochloric acid). Run in C(Cl)Cl (methylene chloride), O (water). Run at time 20 minute. The product is C1(=CC=CC=C1)S(=O)(=O)NC=1C(N(N=CC1NCC1=CC=NC=C1)C(C)(C)C)=O (4-benzenesulfonylamino-2-tert-butyl-5-(4-pyridylmethylamino)pyridazin-3-(2H)-one). Reaction SMILES: N1C=CC=CC=1.[NH2:7][C:8]1[C:9](=[O:26])[N:10]([C:22]([CH3:25])([CH3:24])[CH3:23])[N:11]=[CH:12][C:13]=1[NH:14][CH2:15][C:16]1[CH:21]=[CH:20][N:19]=[CH:18][CH:17]=1.[C:27]1([S:33](Cl)(=[O:35])=[O:34])[CH:32]=[CH:31][CH:30]=[CH:29][CH:28]=1.Cl>C(Cl)Cl.O>[C:27]1([S:33]([NH:7][C:8]2[C:9](=[O:26])[N:10]([C:22]([CH3:23])([CH3:25])[CH3:24])[N:11]=[CH:12][C:13]=2[NH:14][CH2:15][C:16]2[CH:21]=[CH:20][N:19]=[CH:18][CH:17]=2)(=[O:35])=[O:34])[CH:32]=[CH:31][CH:30]=[CH:29][CH:28]=1. Procedure: Into 6 ml of a pyridine solution of 0.55 g of 4-amino-2-tert-butyl-5-(4-pyridylmethylamino)pyridazin-3-(2H)-one, 0.36 g of benzenesulfonyl chloride was dropwise added at room temperature. The mixture was reacted overnight, and 80 ml of water and 100 ml of methylene chloride were added to the system. The mixture was adjusted to pH4 with dilute hydrochloric acid under cooling with ice, and then stirred for 20 minutes. The organic layer was dried over anhydrous sodium sulfate and then concentrated.... Starting materials: COC1=NC(=CC=C1C(=O)OC)SCC1=CC=C(C=C1)C (methyl 2-methoxy-6-(4-methyl benzylthio)pyridine-3-carboxylate), CO (methanol), [OH-].[Na+] (sodium hydroxide). Yields the product COC1=C(C(=O)O)C=CC(=N1)SC1=CC=C(C=C1)C (2-Methoxy-6-[(4-methylphenyl)sulfanyl]nicotinic acid). As a reaction SMILES: [CH3:1][O:2][C:3]1[C:8]([C:9]([O:11]C)=[O:10])=[CH:7][CH:6]=[C:5]([S:13][CH2:14][C:15]2[CH:20]=[CH:19][C:18]([CH3:21])=CC=2)[N:4]=1.[OH-].[Na+].[CH3:24]O>>[CH3:1][O:2][C:3]1[N:4]=[C:5]([S:13][C:14]2[CH:15]=[CH:20][C:19]([CH3:24])=[CH:18][CH:21]=2)[CH:6]=[CH:7][C:8]=1[C:9]([OH:11])=[O:10] |f:1.2|. Procedure details: To a suspension of 9.25 g (31.96 mmol) of methyl 2-methoxy-6-(4-methyl benzylthio)pyridine-3-carboxylate in 80 mL of methanol was added 38.36 mL (38.36 mmol) of 1N-sodium hydroxide aqueous solution, and the mixture was refluxed for 1 hour. After the reaction mixture was cooled to the room temperature, the solvent was removed under reduced pressure and the residue was diluted with water. Then 2N-HCl was added to the solution and the resultant precipitate was collected to obtain 8.92 g (quantitati... Reactants: Brc1cccc2sccc12, CON(C)C(=O)CC1CC1, I, [Mg], C1CCOC1. Yields the product O=C(CC1CC1)c1cccc2sccc12. As a reaction SMILES: [Br:1][c:2]1[cH:3][cH:4][cH:5][c:6]2[s:7][cH:8][cH:9][c:10]12.[CH3:13][O:14][N:15]([C:16]([CH2:17][CH:18]1[CH2:19][CH2:20]1)=[O:21])[CH3:22].[I:12].[Mg:11].[O:23]1[CH2:24][CH2:25][CH2:26][CH2:27]1>>[c:2]1([C:16]([CH2:17][CH:18]2[CH2:19][CH2:20]2)=[O:21])[cH:3][cH:4][cH:5][c:6]2[s:7][cH:8][cH:9][c:10]12. Reactants: C(C)C1=CN(C2=NC=CC(=C21)OC2=C(C=C(C=C2)NC(C)=O)F)S(=O)(=O)C2=CC=C(C=C2)C (N-[4-({3-ethyl-1-[(4-methylphenyl)sulfonyl]-1H-pyrrolo[2,3-b]pyridin-4-yl}oxy)-3-fluorophenyl]acetamide), [OH-].[Na+] (sodium hydroxide). Run in C(C)O (ethanol). Run at temperature 90 celsius, time 8 hour. The product is C(C)C1=CNC2=NC=CC(=C21)OC2=C(C=C(N)C=C2)F (4-[(3-Ethyl-1H-pyrrolo[2,3-b]pyridin-4-yl)oxy]-3-fluoroaniline). As a reaction SMILES: [CH2:1]([C:3]1[C:11]2[C:6](=[N:7][CH:8]=[CH:9][C:10]=2[O:12][C:13]2[CH:18]=[CH:17][C:16]([NH:19]C(=O)C)=[CH:15][C:14]=2[F:23])[N:5](S(C2C=CC(C)=CC=2)(=O)=O)[CH:4]=1)[CH3:2].[OH-].[Na+]>C(O)C>[CH2:1]([C:3]1[C:11]2[C:6](=[N:7][CH:8]=[CH:9][C:10]=2[O:12][C:13]2[CH:18]=[CH:17][C:16]([NH2:19])=[CH:15][C:14]=2[F:23])[NH:5][CH:4]=1)[CH3:2] |f:1.2|. Reported procedure: 50 mg (0.11 mml) of N-[4-({3-ethyl-1-[(4-methylphenyl)sulfonyl]-1H-pyrrolo[2,3-b]pyridin-4-yl}oxy)-3-fluorophenyl]acetamide are dissolved in 3 ml of ethanol. 1 ml of 1N aqueous sodium hydroxide solution is added, and the mixture is stirred at 90° C. overnight. The reaction solution is partitioned between ethyl acetate and saturated sodium bicarbonate solution. The aqueous phase is extracted with ethyl acetate. The combined organic phases are dried over magnesium sulfate and concentrated. The cru... Starting materials: ClS(=O)(=O)C=1C=C2CC(NC2=CC1)=O (5-chlorosulfonyl-2-oxindole), COC=1C(=CC=CC1)N (o-anisidine), N1=CC=CC=C1 (pyridine). Run in ClCCl (dichloromethane). Product: COC1=C(C=CC=C1)NS(=O)(=O)C=1C=C2CC(NC2=CC1)=O (2-oxo-2,3-dihydro-1H-indole-5-sulfonic acid (2-methoxy-phenyl)-amide). The yield is 37.0%. Reaction SMILES: Cl[S:2]([C:5]1[CH:6]=[C:7]2[C:11](=[CH:12][CH:13]=1)[NH:10][C:9](=[O:14])[CH2:8]2)(=[O:4])=[O:3].[CH3:15][O:16][C:17]1[C:18]([NH2:23])=[CH:19][CH:20]=[CH:21][CH:22]=1.N1C=CC=CC=1>ClCCl>[CH3:15][O:16][C:17]1[CH:22]=[CH:21][CH:20]=[CH:19][C:18]=1[NH:23][S:2]([C:5]1[CH:6]=[C:7]2[C:11](=[CH:12][CH:13]=1)[NH:10][C:9](=[O:14])[CH2:8]2)(=[O:4])=[O:3]. Reported procedure: A solution of 5-chlorosulfonyl-2-oxindole (3 g), o-anisidine (1.8 mL) and pyridine (2.1 mL) in dichloromethane (20 mL) was stirred at room temperature for overnight at which time the red color solid was present. The solid was filtered, washed with ethanol and dried under vacuum to yield 1.5 g (37%) of 2-oxo-2,3-dihydro-1H-indole-5-sulfonic acid (2-methoxy-phenyl)-amide. The reactants are C(C)(C)C1=CC=C(C=C1)S(=O)(=O)Cl (4-Isopropylbenzenesulfonyl chloride), NC1=C(C(=NN1C)OC)C1=CC2=C(OCO2)C=C1 (5-amino-4-(1,3-benzodioxol-5-yl)-3-methoxy-1-methyl-1H-pyrazole), CN(C)C1=NC=CC=C1 (dimethylaminopyridine), N1=CC=CC=C1 (pyridine). Reaction conditions: time 8 hour. The product is O1COC2=C1C=CC(=C2)C=2C(=NN(C2N(C2=CC=CC=C2)S(=O)(=O)C2=CC=C(C=C2)C(C)C)C)OC (N-[4-(1,3-benzodioxol-5-yl)-3-methoxy-1-methyl-1H-pyrazol-5-yl]-4-isopropylbenzenesulfonamiide). As a reaction SMILES: [CH:1]([C:4]1[CH:9]=[CH:8][C:7]([S:10](Cl)(=[O:12])=[O:11])=[CH:6][CH:5]=1)([CH3:3])[CH3:2].[NH2:14][C:15]1[N:19]([CH3:20])[N:18]=[C:17]([O:21][CH3:22])[C:16]=1[C:23]1[CH:31]=[CH:30][C:26]2[O:27][CH2:28][O:29][C:25]=2[CH:24]=1.CN([C:35]1[CH:40]=[CH:39][CH:38]=[CH:37]N=1)C.N1C=CC=C[CH:42]=1>>[O:27]1[C:26]2[CH:30]=[CH:31][C:23]([C:16]3[C:17]([O:21][CH3:22])=[N:18][N:19]([CH3:20])[C:15]=3[N:14]([S:10]([C:7]3[CH:8]=[CH:9][C:4]([CH:1]([CH3:3])[CH3:2])=[CH:5][CH:6]=3)(=[O:12])=[O:11])[C:37]3[CH:42]=[CH:35][CH:40]=[CH:39][CH:38]=3)=[CH:24][C:25]=2[O:29][CH2:28]1. Reported procedure: 4-Isopropylbenzenesulfonyl chloride (176 mg) was added at room temperature under an atmosphere of nitrogen to a solution of 5-amino-4-(1,3-benzodioxol-5-yl)-3-methoxy-1-methyl-1H-pyrazole (Preparation 43) (100 mg) and dimethylaminopyridine (50 mg) in anhydrous pyridine (4 ml). The reaction was stirred overnight. The mixture was concentrated under reduced pressure, then a saturated solution of ammonium chloride (6 ml), ethyl acetate (6 ml), and brine (6 ml) were sequentially added. The aqueous ph... Reactants: C1(CC1)(C(=O)O)C(=O)O (1,1-cyclopropanedicarboxylic acid), BrC1=CC=C(N)C=C1 (4-bromoaniline). Run in C(C)#N (acetonitrile). The product is BrC1=CC=C(C=C1)N1C(C(CC1)C(=O)O)=O (1-(4-bromophenyl)-3-carboxy-2-pyrrolidinone). Reaction SMILES: [C:1]1([C:7]([OH:9])=[O:8])([C:4](O)=[O:5])[CH2:3][CH2:2]1.[Br:10][C:11]1[CH:17]=[CH:16][C:14]([NH2:15])=[CH:13][CH:12]=1>C(#N)C>[Br:10][C:11]1[CH:17]=[CH:16][C:14]([N:15]2[CH2:3][CH2:2][CH:1]([C:7]([OH:9])=[O:8])[C:4]2=[O:5])=[CH:13][CH:12]=1. Reported procedure: 30 g of 1,1-cyclopropanedicarboxylic acid and 50 g of 4-bromoaniline were added to 50 ml of acetonitrile, followed by refluxing for 7 hours with heating and stirring. Reactants: CCO, N, [Ni], N#Cc1ccc2cc[nH]c2c1. Yields the product NCc1ccc2cc[nH]c2c1. RXN SMILES: [CH3:13][CH2:14][OH:15].[NH3:12].[Ni:16].[nH:1]1[cH:2][cH:3][c:4]2[cH:5][cH:6][c:7]([C:10]#[N:11])[cH:8][c:9]12>>[nH:1]1[cH:2][cH:3][c:4]2[cH:5][cH:6][c:7]([CH2:10][NH2:11])[cH:8][c:9]12.